From a dataset of the Open Reaction Database (ORD), a public repository of structured organic reaction records. describe an organic reaction: reactants, conditions, products, and yield Reactants: C(C1=CC=CC=C1)C=1C(=NC=C(N1)C1=CC=C(C=C1)OC)N (3-benzyl-5-(4-methoxyphenyl)pyrazin-2-amine), COC1=CC=C(C(=O)Cl)C=C1 (4-methoxybenzoyl chloride), O (water). The reagents and catalysts are CN(C1=CC=NC=C1)C (4-(dimethylamino)pyridine). Run in N1=CC=CC=C1 (pyridine). Conditions: temperature 50 celsius, time 17 hour. Yields the product C(C1=CC=CC=C1)C=1C(=NC=C(N1)C1=CC=C(C=C1)OC)NC(C1=CC=C(C=C1)OC)=O (N-[3-Benzyl-5-(4-methoxyphenyl)pyrazin-2-yl]-4-methoxybenzamide). The yield is 80.8%. RXN SMILES: [CH2:1]([C:8]1[C:9]([NH2:22])=[N:10][CH:11]=[C:12]([C:14]2[CH:19]=[CH:18][C:17]([O:20][CH3:21])=[CH:16][CH:15]=2)[N:13]=1)[C:2]1[CH:7]=[CH:6][CH:5]=[CH:4][CH:3]=1.[CH3:23][O:24][C:25]1[CH:33]=[CH:32][C:28]([C:29](Cl)=[O:30])=[CH:27][CH:26]=1.O>N1C=CC=CC=1.CN(C)C1C=CN=CC=1>[CH2:1]([C:8]1[C:9]([NH:22][C:29](=[O:30])[C:28]2[CH:32]=[CH:33][C:25]([O:24][CH3:23])=[CH:26][CH:27]=2)=[N:10][CH:11]=[C:12]([C:14]2[CH:19]=[CH:18][C:17]([O:20][CH3:21])=[CH:16][CH:15]=2)[N:13]=1)[C:2]1[CH:7]=[CH:6][CH:5]=[CH:4][CH:3]=1. Procedure: To a solution of 3-benzyl-5-(4-methoxyphenyl)pyrazin-2-amine (12) (synthesized by the process of M. Adamczyk, et al., Org. Prep. Proced. Int., 33, 477-485 (2001)) (500 mg, 1.72 mmol) in pyridine (5 mL) were successively added 4-(dimethylamino)pyridine (21.0 mg, 172 μmol) and 4-methoxybenzoyl chloride (17) (587 mg, 3.44 mmol) at room temperature, and the mixture was heated with stirring at 50° C. for 17 hours. After cooling to room temperature, to the mixture was added water and the product was e... Starting materials: C(#N)C1=C(C=C(C(=C1)OC)C#N)OC (2,5-dicyano-1,4-dimethoxybenzene), [Br-].[Br-].[Br-].[Al+3] (aluminum tribromide), ice, Cl (hydrochloric acid). Solvent: C1=CC=CC=C1 (benzene). Yields the product C(#N)C1=C(O)C=C(C(=C1)O)C#N (2,5-dicyanohydroquinone). The yield is 41.7%. Reaction SMILES: [C:1]([C:3]1[CH:8]=[C:7]([O:9]C)[C:6]([C:11]#[N:12])=[CH:5][C:4]=1[O:13]C)#[N:2].[Br-].[Br-].[Br-].[Al+3].Cl>C1C=CC=CC=1>[C:1]([C:3]1[CH:8]=[C:7]([OH:9])[C:6]([C:11]#[N:12])=[CH:5][C:4]=1[OH:13])#[N:2] |f:1.2.3.4|. Reported procedure: In a 5 liter-reaction vessel, 100 g (5.32×10-1M) of 2,5-dicyano-1,4-dimethoxybenzene, 312.5 g (1.17M) of anhydrous aluminum tribromide and 2.5 liters of dry benzene were placed, followed by heat-refluxing for 7 hours. After the reaction, the reaction mixture as cooled and poured into a mixture of 3 kg of crushed ice and 500 ml of concentrated hydrochloric acid to precipitate a crystal. The crystal was recovered by filtration and dissolved in 2N-sodium hydroxide aqueous solution. The resultant in... The reactants are NC1=C(C=CC=C1)S(=O)(=O)NCCO (2-Amino-N-(2-hydroxyethyl)-benzene sulfonamide), ClC1=C(C(=CC(=C1)Cl)Cl)Br (1,3,5-trichloro-2-bromobenzene), C(=O)([O-])[O-].[K+].[K+] (K2CO3), CC1(C2=C(C(=CC=C2)P(C3=CC=CC=C3)C4=CC=CC=C4)OC5=C(C=CC=C51)P(C6=CC=CC=C6)C7=CC=CC=C7)C (xantphos). Reagents/catalysts: C=1C=CC(=CC1)/C=C/C(=O)/C=C/C2=CC=CC=C2.C=1C=CC(=CC1)/C=C/C(=O)/C=C/C2=CC=CC=C2.C=1C=CC(=CC1)/C=C/C(=O)/C=C/C2=CC=CC=C2.[Pd].[Pd] (Pd2dba3). Run in C(C)#N (acetonitrile). Reaction conditions: temperature 160 celsius, time 120 minute. Product: OCCNS(=O)(=O)C1=C(C=CC=C1)NC1=C(C=C(C=C1Cl)Cl)Cl (N-(2-Hydroxyethyl)-2-(2,4,6-trichlorophenylamino)-benzenesulfonamide). Isolated yield 16.7%. RXN SMILES: [NH2:1][C:2]1[CH:7]=[CH:6][CH:5]=[CH:4][C:3]=1[S:8]([NH:11][CH2:12][CH2:13][OH:14])(=[O:10])=[O:9].[Cl:15][C:16]1[CH:21]=[C:20]([Cl:22])[CH:19]=[C:18]([Cl:23])[C:17]=1Br.C([O-])([O-])=O.[K+].[K+].CC1(C)C2C(=C(P(C3C=CC=CC=3)C3C=CC=CC=3)C=CC=2)OC2C(P(C3C=CC=CC=3)C3C=CC=CC=3)=CC=CC1=2>C(#N)C.C1C=CC(/C=C/C(/C=C/C2C=CC=CC=2)=O)=CC=1.C1C=CC(/C=C/C(/C=C/C2C=CC=CC=2)=O)=CC=1.C1C=CC(/C=C/C(/C=C/C2C=CC=CC=2)=O)=CC=1.[Pd].[Pd]>[OH:14][CH2:13][CH2:12][NH:11][S:8]([C:3]1[CH:4]=[CH:5][CH:6]=[CH:7][C:2]=1[NH:1][C:17]1[C:16]([Cl:15])=[CH:21][C:20]([Cl:22])=[CH:19][C:18]=1[Cl:23])(=[O:10])=[O:9] |f:2.3.4,7.8.9.10.11|. Procedure: To a stirred solution of 2-Amino-N-(2-hydroxyethyl)-benzene sulfonamide (160 mg, 0.74 mmol), 1,3,5-trichloro-2-bromobenzene (241 mg, 0.93 mmol), K2CO3 (256 mg, 1.85 mmol) and xantphos (43 mg, 0.074 mmol) in acetonitrile (2 ml) under nitrogen in a microwave tube was added Pd2dba3 (34 mg, 0.037 mmol) in one portion and the tube sealed. The reaction was heated with stirring in a microwave at 160° C. for 120 minutes. The reaction was cooled before filtering through celite. The crude reaction mixture... Reactants: BrC1=C(OCC(=O)N(NC(C2=CC=CC=C2)=O)C(C)C)C=CC(=C1)C#N (benzoic acid N′-[2-(2-bromo-4-cyano-phenoxy)-acetyl]-N′-isopropyl-hydrazide), C(=O)([O-])[O-].[Na+].[Na+] (Na2CO3), C(C)C1=C(C=CC=C1)B(O)O (2-ethylphenylboronic acid), Pd[PPh3]4. Run in COCCOC (DME). Product: C(#N)C=1C=CC(=C(C1)C1=C(C=CC=C1)CC)OCC(=O)N(NC(C1=CC=CC=C1)=O)C(C)C (benzoic acid N′-[2-(5-cyano-2′-ethyl-biphenyl-2-yloxy)-acetyl]-N′-isopropyl-hydrazide). The yield is 83.5%. RXN SMILES: Br[C:2]1[CH:24]=[C:23]([C:25]#[N:26])[CH:22]=[CH:21][C:3]=1[O:4][CH2:5][C:6]([N:8]([CH:18]([CH3:20])[CH3:19])[NH:9][C:10](=[O:17])[C:11]1[CH:16]=[CH:15][CH:14]=[CH:13][CH:12]=1)=[O:7].C([O-])([O-])=O.[Na+].[Na+].[CH2:33]([C:35]1[CH:40]=[CH:39][CH:38]=[CH:37][C:36]=1B(O)O)[CH3:34]>COCCOC>[C:25]([C:23]1[CH:22]=[CH:21][C:3]([O:4][CH2:5][C:6]([N:8]([CH:18]([CH3:20])[CH3:19])[NH:9][C:10](=[O:17])[C:11]2[CH:16]=[CH:15][CH:14]=[CH:13][CH:12]=2)=[O:7])=[C:2]([C:36]2[CH:37]=[CH:38][CH:39]=[CH:40][C:35]=2[CH2:33][CH3:34])[CH:24]=1)#[N:26] |f:1.2.3|. Reported procedure: A solution of benzoic acid N′-[2-(2-bromo-4-cyano-phenoxy)-acetyl]-N′-isopropyl-hydrazide (200 mg, 0.480 mmol) in DME (3 ml)/2M Na2CO3 (0.840 ml, 1.68 mmol) was treated with 2-ethylphenylboronic acid (144 mg, 0.9608 mmol) and Pd[PPh3]4 (55 mg, 0.048 mmol) in a microwave oven at 150° C. for 10 min. The reaction mixture was partitioned between water and ethyl acetate. The organic layer was washed with brine, dried over sodium sulfate, filtered, and concentrated. The crude was absorbed on silica an... The reactants are C(C)(C)C1CCC(C1=O)(C)C (5-isopropyl-2,2-dimethylcyclopentanone), CC1(C(CCCC1)=O)C (2,2-dimethylcyclohexanone), C(C)(C)[N-]C(C)C.[Li+] (lithium diisopropylamide), CN1CCCN(C1=O)C (DMPU), IC(C)C (2-iodopropane). The product is C(C)(C)C1CCCC(C1=O)(C)C (6-isopropyl-2,2-dimethylcyclohexanone). Isolated yield 78.0%. Reaction SMILES: [CH:1]([CH:4]1[C:8](=[O:9])[C:7]([CH3:11])([CH3:10])[CH2:6][CH2:5]1)([CH3:3])[CH3:2].[CH3:12]C1(C)CCCCC1=O.C([N-]C(C)C)(C)C.[Li+].CN1C(=O)N(C)CCC1.IC(C)C>>[CH:1]([CH:4]1[C:8](=[O:9])[C:7]([CH3:10])([CH3:11])[CH2:6][CH2:5][CH2:12]1)([CH3:2])[CH3:3] |f:2.3|. Reported procedure: As described in Example 3 for preparation of 5-isopropyl-2,2-dimethylcyclopentanone, from 2,2-dimethylcyclohexanone (12.6 g, 110 mmol), lithium diisopropylamide solution (2 M in THF, 55.0 ml, 110 mmol), DMPU (14.1 g, 110 mmol) and 2-iodopropane (25.5 g, 150 mmol), 6-isopropyl-2,2-dimethylcyclohexanone (13.1 g, 78%) was obtained after standard workup and purification by silica gel FC (pentane/Et2O, 6:4, Rf=0.26). Reactants: [H-].[Na+].BrC=1C=C(C(=O)NC=2SC3=C(N2)C(=CC=C3C3OCCOC3)OC)C=CN1 ((+)-2-bromo-N-(7-[1,4]dioxan-2-yl-4-methoxy-benzothiazol-2-yl)-isonicotinamide sodium hydride), CN(C)C=O (DMF), tetrahydro-2H-pyranol-4, C(Cl)(Cl)Cl (CHCl3). Solvent: O1CCOCC1 (dioxane). The product is O1C(COCC1)C1=CC=C(C=2N=C(SC21)NC(C2=CC(=NC=C2)OC2CCOCC2)=O)OC ((+)-N-(7-[1,4]Dioxan-2-yl-4-methoxy-benzothiazol-2-yl)-2-(tetrahydro-pyran-4-yloxy)-isonicotinamide). RXN SMILES: [H-].[Na+].Br[C:4]1[CH:5]=[C:6]([CH:27]=[CH:28][N:29]=1)[C:7]([NH:9][C:10]1[S:11][C:12]2[C:18]([CH:19]3[CH2:24][O:23][CH2:22][CH2:21][O:20]3)=[CH:17][CH:16]=[C:15]([O:25][CH3:26])[C:13]=2[N:14]=1)=[O:8].C(Cl)(Cl)Cl.CN([CH:37]=[O:38])C>O1CCOCC1>[O:20]1[CH2:21][CH2:22][O:23][CH2:24][CH:19]1[C:18]1[C:12]2[S:11][C:10]([NH:9][C:7](=[O:8])[C:6]3[CH:27]=[CH:28][N:29]=[C:4]([O:20][CH:19]4[CH2:24][CH2:37][O:38][CH2:17][CH2:18]4)[CH:5]=3)=[N:14][C:13]=2[C:15]([O:25][CH3:26])=[CH:16][CH:17]=1 |f:0.1.2|. Procedure: From (+)-2-bromo-N-(7-[1,4]dioxan-2-yl-4-methoxy-benzothiazol-2-yl)-isonicotinamide sodium hydride and tetrahydro-2H-pyranol-4-ol in dioxane and DMF. [α]D20=+12.4° (c=0.11, CHCl3), ES-MS m/e (%): 472 (M+H+, 100).